This data is from the Open Reaction Database (ORD), a public repository of structured organic reaction records. The task is: describe an organic reaction: reactants, conditions, products, and yield Reactants: C(CCCCC)C=1C=C(C=CC1)C1=NC(=C(N1C)C(=O)N1CCC(CC1)N1CCCC1)I ([2-(3-Hexyl-phenyl)-5-iodo-3-methyl-3H-imidazol-4-yl]-(4-pyrrolidin-1-yl-piperidin-1-yl)-methanone), FC1=CC=C(C=C1)B(O)O (4-fluorophenyl boronic acid), P(=O)([O-])([O-])[O-].[K+].[K+].[K+] (potassium phosphate). The reagents and catalysts are [Pd].C1(=CC=CC=C1)P(C1=CC=CC=C1)C1=CC=CC=C1.C1(=CC=CC=C1)P(C1=CC=CC=C1)C1=CC=CC=C1.C1(=CC=CC=C1)P(C1=CC=CC=C1)C1=CC=CC=C1.C1(=CC=CC=C1)P(C1=CC=CC=C1)C1=CC=CC=C1 (tetrakis-(triphenylphosphine)-palladium). Run in CN(C)C=O (DMF). Run at temperature 80 celsius, time 2 hour. Product: FC1=CC=C(C=C1)C1=C(N(C(=N1)C1=CC(=CC=C1)CCCCCC)C)C(=O)N1CCC(CC1)N1CCCC1 ([5-(4-Fluoro-phenyl)-2-(3-hexyl-phenyl)-3-methyl-3H-imidazol-4-yl]-(4-pyrrolidin-1-yl-piperidin-1-yl)-methanone). Isolated yield 77.4%. As a reaction SMILES: [CH2:1]([C:7]1[CH:8]=[C:9]([C:13]2[N:17]([CH3:18])[C:16]([C:19]([N:21]3[CH2:26][CH2:25][CH:24]([N:27]4[CH2:31][CH2:30][CH2:29][CH2:28]4)[CH2:23][CH2:22]3)=[O:20])=[C:15](I)[N:14]=2)[CH:10]=[CH:11][CH:12]=1)[CH2:2][CH2:3][CH2:4][CH2:5][CH3:6].[F:33][C:34]1[CH:39]=[CH:38][C:37](B(O)O)=[CH:36][CH:35]=1.P([O-])([O-])([O-])=O.[K+].[K+].[K+]>CN(C=O)C.[Pd].C1(P(C2C=CC=CC=2)C2C=CC=CC=2)C=CC=CC=1.C1(P(C2C=CC=CC=2)C2C=CC=CC=2)C=CC=CC=1.C1(P(C2C=CC=CC=2)C2C=CC=CC=2)C=CC=CC=1.C1(P(C2C=CC=CC=2)C2C=CC=CC=2)C=CC=CC=1>[F:33][C:34]1[CH:39]=[CH:38][C:37]([C:15]2[N:14]=[C:13]([C:9]3[CH:10]=[CH:11][CH:12]=[C:7]([CH2:1][CH2:2][CH2:3][CH2:4][CH2:5][CH3:6])[CH:8]=3)[N:17]([CH3:18])[C:16]=2[C:19]([N:21]2[CH2:22][CH2:23][CH:24]([N:27]3[CH2:31][CH2:30][CH2:29][CH2:28]3)[CH2:25][CH2:26]2)=[O:20])=[CH:36][CH:35]=1 |f:2.3.4.5,7.8.9.10.11|. Reported procedure: To a solution of 0.275 g (0.50 mmol) of [2-(3-hexyl-phenyl)-5-iodo-3-methyl-3H-imidazol-4-yl]-(4-pyrrolidin-1-yl-piperidin-1-yl)-methanone (example 2) and 0.140 g (1.0 mmol) of 4-fluorophenyl boronic acid in 10 ml of DMF was added drop by drop 2.50 ml of tribasic potassium phosphate (2 M in water), followed by 0.029 g (0.025 mmol) of tetrakis-(triphenylphosphine)-palladium. This reaction mixture was stirred at 80° C. for two hours and subsequently cooled down to RT, then poured into crashed ice ... The reactants are C1(CC1)C=1SC2=C(N1)C(=CC=C2C(=O)O)OC (2-cyclopropyl-4-methoxybenzothiazole-7-carboxylic acid), C(C(=O)Cl)(=O)Cl (oxalyl chloride), CC1=NOC(=C1N)C (3,5-dimethylisoxazol-4-amine). Reagents/catalysts: CN(C=O)C (dimethylformamide). Run in ClCCl (dichloromethane), ClCCl (dichloromethane), C(C)N(CC)CC (triethylamine). Yields the product CC1=NOC(=C1NC(=O)C1=CC=C(C=2N=C(SC21)C2CC2)OC)C (2-Cyclopropyl-4-methoxybenzothiazole-7-carboxylic acid (3,5-dimethylisoxazol-4-yl)amide). Yield: 24.3%. Reaction SMILES: [CH:1]1([C:4]2[S:5][C:6]3[C:12]([C:13]([OH:15])=O)=[CH:11][CH:10]=[C:9]([O:16][CH3:17])[C:7]=3[N:8]=2)[CH2:3][CH2:2]1.C(Cl)(=O)C(Cl)=O.[CH3:24][C:25]1[C:29]([NH2:30])=[C:28]([CH3:31])[O:27][N:26]=1>CN(C)C=O.ClCCl.C(N(CC)CC)C>[CH3:24][C:25]1[C:29]([NH:30][C:13]([C:12]2[C:6]3[S:5][C:4]([CH:1]4[CH2:2][CH2:3]4)=[N:8][C:7]=3[C:9]([O:16][CH3:17])=[CH:10][CH:11]=2)=[O:15])=[C:28]([CH3:31])[O:27][N:26]=1. Procedure details: Starting from 2-cyclopropyl-4-methoxybenzothiazole-7-carboxylic acid (0.20 g), oxalyl chloride (0.11 ml), dichloromethane (30 ml) and dimethylformamide (1 drop), followed by 3,5-dimethylisoxazol-4-amine (0.20 g), triethylamine (0.22 ml) and dichloromethane (30 ml). Purification by flash chromatography (eluent 50% ethyl acetate/heptane) yielded the title compound as a white solid (0.067 g). TLC Rf 0.33 (ethyl acetate); Mpt 196-197° C. Reactants: O.NN (Hydrazine hydrate), FC1=C(C=C(C=C1)CC(=O)C=1C(=C(NC1C)C)C(=O)OC)C(=O)N1CCC(CC1)OC (Methyl 4-(2-(4-fluoro-3-(4-methoxypiperidine-1-carbonyl)phenyl)acetyl)-2,5-dimethyl-1H-pyrrole-3-carboxylate). Run in C(C)(=O)O (acetic acid). Conditions: time 2 day. Yields the product FC1=C(C=C(CC=2C=3C(C(NN2)=O)=C(NC3C)C)C=C1)C(=O)N1CCC(CC1)OC (4-(4-fluoro-3-(4-methoxypiperidine-1-carbonyl)benzyl)-5,7-dimethyl-2,6-dihydro-1H-pyrrolo[3,4-d]pyridazin-1-one). Yield: 32.0%. As a reaction SMILES: O.[NH2:2][NH2:3].[F:4][C:5]1[CH:10]=[CH:9][C:8]([CH2:11][C:12]([C:14]2[C:15]([C:21]([O:23]C)=O)=[C:16]([CH3:20])[NH:17][C:18]=2[CH3:19])=O)=[CH:7][C:6]=1[C:25]([N:27]1[CH2:32][CH2:31][CH:30]([O:33][CH3:34])[CH2:29][CH2:28]1)=[O:26]>C(O)(=O)C>[F:4][C:5]1[CH:10]=[CH:9][C:8]([CH2:11][C:12]2[C:14]3[C:15](=[C:16]([CH3:20])[NH:17][C:18]=3[CH3:19])[C:21](=[O:23])[NH:2][N:3]=2)=[CH:7][C:6]=1[C:25]([N:27]1[CH2:32][CH2:31][CH:30]([O:33][CH3:34])[CH2:29][CH2:28]1)=[O:26] |f:0.1|. Procedure: Hydrazine hydrate (0.021 mL, 0.28 mmol) was added to methyl 4-(2-(4-fluoro-3-(4-methoxypiperidine-1-carbonyl)phenyl)acetyl)-2,5-dimethyl-1H-pyrrole-3-carboxylate (57) (0.108 g, 0.25 mmol) in acetic acid (4 mL). The resulting solution was stirred at room temperature for 2 days. The resulting mixture was evaporated to dryness and the residue was azeotroped with toluene to afford crude product, which was purified by preparative HPLC (Waters XBridge Prep C18 OBD column, 5μ silica, 19 mm diameter, 10... Reactants: [N+](=O)([O-])C1=CC=C(C=C1)N1C(=O)C=CC2=CC=CC=C12 (1-(4-nitrophenyl)carbostyril), Pd--C, Pd--C. Run in C(C)(=O)O (acetic acid). Product: NC1=CC=C(C=C1)N1C(=O)C=CC2=CC=CC=C12 (1-(4-aminophenyl)carbostyril). The yield is 82.6%. As a reaction SMILES: [N+:1]([C:4]1[CH:9]=[CH:8][C:7]([N:10]2[C:20]3[C:15](=[CH:16][CH:17]=[CH:18][CH:19]=3)[CH:14]=[CH:13][C:11]2=[O:12])=[CH:6][CH:5]=1)([O-])=O>C(O)(=O)C>[NH2:1][C:4]1[CH:5]=[CH:6][C:7]([N:10]2[C:20]3[C:15](=[CH:16][CH:17]=[CH:18][CH:19]=3)[CH:14]=[CH:13][C:11]2=[O:12])=[CH:8][CH:9]=1. Procedure details: To 10% Pd--C (0.1 g) is added acetic acid (20 ml) and then 1-(4-nitrophenyl)carbostyril (0.9 g) and the mixture is subjected to catalytic reduction at 80° C. under normal pressure. After completion of the reaction, 10% Pd--C is removed by filtration and the resulting solution is concentrated under reduced pressure. To the concentrate is added water and the solution is made alkaline with an aqueous sodium hydroxide solution and then extracted with dichloromethane. The extract is washed with water... The reactants are Cl (hydrochloric acid), [H-].[Na+] (sodium hydride), C(OCC)(OCC)=O (diethyl carbonate), ClC1=C(C(=CC=C1)F)CC(=O)OCC (ethyl 2-chloro-6-fluorophenylacetate). The solvent is O1CCCC1 (tetrahydrofuran). The product is ClC1=C(C(=CC=C1)F)C(C(=O)OCC)C(=O)OCC (diethyl (2-chloro-6-fluorophenyl)malonate). Isolated yield 87.7%. As a reaction SMILES: [H-].[Na+].[C:3](=[O:10])([O:7][CH2:8][CH3:9])OCC.[Cl:11][C:12]1[CH:17]=[CH:16][CH:15]=[C:14]([F:18])[C:13]=1[CH2:19][C:20]([O:22][CH2:23][CH3:24])=[O:21].Cl>O1CCCC1>[Cl:11][C:12]1[CH:17]=[CH:16][CH:15]=[C:14]([F:18])[C:13]=1[CH:19]([C:3]([O:7][CH2:8][CH3:9])=[O:10])[C:20]([O:22][CH2:23][CH3:24])=[O:21] |f:0.1|. Procedure: Into a mixture of 7.2 g of sodium hydride (60% in oil), 17.0 g of diethyl carbonate and 150 ml of tetrahydrofuran, 26.0 g of ethyl 2-chloro-6-fluorophenylacetate were added dropwise under heating, and then refluxed under heating for 8 hours. The reaction mixture was cooled, poured into iced dil. hydrochloric acid and extracted with t-butyl methyl ether. The organic layer was washed with water, dried over sodium sulfate and concentrated. The residue was subjected to silica gel column chromatograp... The reactants are Cl[Sn]Cl (SnCl2), ClC1=CC=CC=2C(C3=C(OCC21)C=CC=C3)=CC3=CC(=CC=C3)[N+](=O)[O-] (7-chloro-11-(3-nitro-benzylidene)-6,11-dihydro-dibenzo[b,e]oxepine). Yields the product ClC1=CC=CC=2C(C3=C(OCC21)C=CC=C3)=CC=3C=C(C=CC3)N (3-(7-Chloro-6H-dibenzo[b,e]oxepin-11-ylidenemethyl)-phenylamine). As a reaction SMILES: Cl[Sn]Cl.[Cl:4][C:5]1[C:15]2[CH2:14][O:13][C:12]3[CH:16]=[CH:17][CH:18]=[CH:19][C:11]=3[C:10](=[CH:20][C:21]3[CH:26]=[CH:25][CH:24]=[C:23]([N+:27]([O-])=O)[CH:22]=3)[C:9]=2[CH:8]=[CH:7][CH:6]=1>>[Cl:4][C:5]1[C:15]2[CH2:14][O:13][C:12]3[CH:16]=[CH:17][CH:18]=[CH:19][C:11]=3[C:10](=[CH:20][C:21]3[CH:22]=[C:23]([NH2:27])[CH:24]=[CH:25][CH:26]=3)[C:9]=2[CH:8]=[CH:7][CH:6]=1. Reported procedure: Prepare the title compound by SnCl2 reduction of 7-chloro-11-(3-nitro-benzylidene)-6,11-dihydro-dibenzo[b,e]oxepine (from Example 272) to provide 900 mg (98%) of product. Starting materials: CC1=C(NC2=C1C(N(CCC2)CCN2CCCC2)=O)C=O (3-methyl-4-oxo-5-(2-pyrrolidin-1-yl-ethyl)-1,4,5,6,7,8-hexahydro-pyrrolo[3,2-c]azepine-2-carbaldehyde), FC=1C=C2CC(NC2=CC1NC(CO)=O)=O (N-(5-fluoro-2-oxo-2,3-dihydro-1H-indol-6-yl)-2-hydroxy-acetamide). The product is FC=1C=C2/C(/C(NC2=CC1NC(CO)=O)=O)=C/C1=C(C=2C(N(CCCC2N1)CCN1CCCC1)=O)C ((Z)—N-{5-fluoro-3-[3-methyl-4-oxo-5-(2-pyrrolidin-1-yl-ethyl)-1,4,5,6,7,8-hexahydro-pyrrolo[3,2-c]azepin-2-ylmethylene]-2-oxo-2,3-dihydro-1H-indol-6-yl}-2-hydroxy-acetamide). Isolated yield 76.0%. Reaction SMILES: [CH3:1][C:2]1[C:6]2[C:7](=[O:19])[N:8]([CH2:12][CH2:13][N:14]3[CH2:18][CH2:17][CH2:16][CH2:15]3)[CH2:9][CH2:10][CH2:11][C:5]=2[NH:4][C:3]=1[CH:20]=O.[F:22][C:23]1[CH:24]=[C:25]2[C:29](=[CH:30][C:31]=1[NH:32][C:33](=[O:36])[CH2:34][OH:35])[NH:28][C:27](=[O:37])[CH2:26]2>>[F:22][C:23]1[CH:24]=[C:25]2[C:29](=[CH:30][C:31]=1[NH:32][C:33](=[O:36])[CH2:34][OH:35])[NH:28][C:27](=[O:37])/[C:26]/2=[CH:20]\[C:3]1[NH:4][C:5]2[CH2:11][CH2:10][CH2:9][N:8]([CH2:12][CH2:13][N:14]3[CH2:15][CH2:16][CH2:17][CH2:18]3)[C:7](=[O:19])[C:6]=2[C:2]=1[CH3:1]. Procedure: The title compound was prepared under the same conditions as described in step 4 of Example 28 with 3-methyl-4-oxo-5-(2-pyrrolidin-1-yl-ethyl)-1,4,5,6,7,8-hexahydro-pyrrolo[3,2-c]azepine-2-carbaldehyde 28c obtained from step 3 of Example 28 and N-(5-fluoro-2-oxo-2,3-dihydro-1H-indol-6-yl)-2-hydroxy-acetamide 27b obtained from step 2 of Example 27 as starting materials to obtain (Z)—N-{5-fluoro-3-[3-methyl-4-oxo-5-(2-pyrrolidin-1-yl-ethyl)-1,4,5,6,7,8-hexahydro-pyrrolo[3,2-c]azepin-2-ylmethylene]... Starting materials: O1COC2=C1C=CC(=C2)C2=C(N=CO2)Br (5-benzo[1,3]dioxol-5-yl-4-bromo-oxazole), 2-zinc bromo -pyridine, [Cl-].[NH4+] (ammonium chloride). Reagents/catalysts: C=1C=CC(=CC1)[P](C=2C=CC=CC2)(C=3C=CC=CC3)[Pd]([P](C=4C=CC=CC4)(C=5C=CC=CC5)C=6C=CC=CC6)([P](C=7C=CC=CC7)(C=8C=CC=CC8)C=9C=CC=CC9)[P](C=1C=CC=CC1)(C=1C=CC=CC1)C=1C=CC=CC1 (tetrakis(triphenylphosphine)palladium(0)). Solvent: C(C)(=O)OCC (ethyl acetate), C1CCOC1 (THF). The product is O1COC2=C1C=CC(=C2)C2=C(N=CO2)C2=NC=CC=C2 (2-(5-Benzo[1,3]dioxol-5-yl-oxazol4-yl)-pyridine). Yield: 46.0%. As a reaction SMILES: [O:1]1[C:5]2[CH:6]=[CH:7][C:8]([C:10]3[O:14][CH:13]=[N:12][C:11]=3Br)=[CH:9][C:4]=2[O:3][CH2:2]1.[Cl-].[NH4+:17]>C1COCC1.C(OCC)(=O)C.C1C=CC([P]([Pd]([P](C2C=CC=CC=2)(C2C=CC=CC=2)C2C=CC=CC=2)([P](C2C=CC=CC=2)(C2C=CC=CC=2)C2C=CC=CC=2)[P](C2C=CC=CC=2)(C2C=CC=CC=2)C2C=CC=CC=2)(C2C=CC=CC=2)C2C=CC=CC=2)=CC=1>[O:1]1[C:5]2[CH:6]=[CH:7][C:8]([C:10]3[O:14][CH:13]=[N:12][C:11]=3[C:8]3[CH:9]=[CH:4][CH:5]=[CH:6][N:17]=3)=[CH:9][C:4]=2[O:3][CH2:2]1 |f:1.2,^1:32,34,53,72|. Procedure: To a degassed solution of 5-benzo[1,3]dioxol-5-yl-4-bromo-oxazole (50 mg, 0.19 mmol) and tetrakis(triphenylphosphine)palladium(0) (11 mg, 0.009 mmol, 0.05 equiv) in THF (2 mL) was added 2-zinc bromo -pyridine (1 mL, 0.5 M in THF, 0.500 mmol, 2.6 equiv). The resulting reaction mixture was heated to reflux overnight, cooled to ambient temperature, treated with saturated aqueous ammonium chloride, and diluted with ethyl acetate. The organic layer was washed with saturated aqueous ammonium chloride,... The reactants are C1CCOC1, CC1(C)C=C(C(F)(F)F)c2cc(Cl)c(O)cc2O1, CCOC(=O)N=NC(=O)OCC, CCC(C)(Oc1ccc(OCCCO)cc1)C(=O)OC, c1ccc(P(c2ccccc2)c2ccccc2)cc1. Yields the product CCC(C)(Oc1ccc(OCCCOc2cc3c(cc2Cl)C(C(F)(F)F)=CC(C)(C)O3)cc1)C(=O)OC. RXN SMILES: [CH2:70]1[O:71][CH2:72][CH2:73][CH2:74]1.[Cl:1][c:2]1[cH:3][c:4]2[c:9]([cH:10][c:11]1[OH:12])[O:8][C:7]([CH3:13])([CH3:14])[CH:6]=[C:5]2[C:15]([F:16])([F:17])[F:18].[O:58]=[C:59]([O:60][CH2:61][CH3:62])[N:63]=[N:64][C:65]([O:66][CH2:67][CH3:68])=[O:69].[OH:19][CH2:20][CH2:21][CH2:22][O:23][c:24]1[cH:25][cH:26][c:27]([O:28][C:29]([C:30](=[O:31])[O:32][CH3:33])([CH2:34][CH3:35])[CH3:36])[cH:37][cH:38]1.[c:39]1([P:40]([c:41]2[cH:42][cH:43][cH:44][cH:45][cH:46]2)[c:47]2[cH:48][cH:49][cH:50][cH:51][cH:52]2)[cH:53][cH:54][cH:55][cH:56][cH:57]1>>[Cl:1][c:2]1[cH:3][c:4]2[c:9]([cH:10][c:11]1[O:12][CH2:20][CH2:21][CH2:22][O:23][c:24]1[cH:25][cH:26][c:27]([O:28][C:29]([C:30](=[O:31])[O:32][CH3:33])([CH2:34][CH3:35])[CH3:36])[cH:37][cH:38]1)[O:8][C:7]([CH3:13])([CH3:14])[CH:6]=[C:5]2[C:15]([F:16])([F:17])[F:18]. Starting materials: C1(=CC=CC=C1)N=C=O (Phenyl isocyanate), ClC=1C=CC=C2C(=C(N=NC12)C1=CC=CC=C1)C=1C=C(C=CC1)N (3-(8-chloro-3-phenyl-cinnolin-4-yl)-phenylamine). Run in C(C)#N (ACN). Conditions: time 3 hour. The product is ClC=1C=CC=C2C(=C(N=NC12)C1=CC=CC=C1)C=1C=C(C=CC1)NC(=O)NC1=CC=CC=C1 (N-[3-(8-Chloro-3-phenylcinnolin-4-yl)phenyl]-N′-phenylurea). The yield is 73.0%. RXN SMILES: [C:1]1([N:7]=[C:8]=[O:9])[CH:6]=[CH:5][CH:4]=[CH:3][CH:2]=1.[Cl:10][C:11]1[CH:12]=[CH:13][CH:14]=[C:15]2[C:20]=1[N:19]=[N:18][C:17]([C:21]1[CH:26]=[CH:25][CH:24]=[CH:23][CH:22]=1)=[C:16]2[C:27]1[CH:28]=[C:29]([NH2:33])[CH:30]=[CH:31][CH:32]=1>C(#N)C>[Cl:10][C:11]1[CH:12]=[CH:13][CH:14]=[C:15]2[C:20]=1[N:19]=[N:18][C:17]([C:21]1[CH:22]=[CH:23][CH:24]=[CH:25][CH:26]=1)=[C:16]2[C:27]1[CH:28]=[C:29]([NH:33][C:8]([NH:7][C:1]2[CH:6]=[CH:5][CH:4]=[CH:3][CH:2]=2)=[O:9])[CH:30]=[CH:31][CH:32]=1. Procedure details: Phenyl isocyanate (0.075 g, 0.63 mmol) was added to a stirred solution of 3-(8-chloro-3-phenyl-cinnolin-4-yl)-phenylamine (0.025 g, 0.076 mmol) in 5 mL of ACN at room temperature. The reaction mixture was stirred for 3 hours and concentrated. The residue was purified by silica gel chromatography using 5-50% EtOAc/hexanes as eluent to provide 0.025 g of the title compound as a gray solid. HRMS (ESI, [M+H]+) 451.1310.